This data is from the Open Reaction Database (ORD), a public repository of structured organic reaction records. The task is: describe an organic reaction: reactants, conditions, products, and yield Starting materials: S(=O)(=O)(O)O.C(CCC)N(C(CCOCCC1=CC(=CC=C1)CCN1CCC2(CN(CCO2)C(=O)C=2N=C(SC2)C(C)C)CC1)=O)CCNCCC1=CC=C(C2=C1OCC(N2)=O)O (N-Butyl-N-(2-(2-(5-hydroxy-3-oxo-3,4-dihydro-2H-benzo[b][1,4]oxazin-8-yl)ethylamino)ethyl)-3-(3-(2-(4-(2-isopropylthiazole-4-carbonyl)-1-oxa-4,9-diazaspiro[5.5]undecan-9-yl)ethyl)phenethoxy)propanamide Sulphate salt). Run in C(Cl)Cl.CO (DCM methanol). Run at time 10 minute. Yields the product C(CCC)N(C(CCOCCC1=CC(=CC=C1)CCN1CCC2(CN(CCO2)C(=O)C=2N=C(SC2)C(C)C)CC1)=O)CCNCCC1=CC=C(C2=C1OCC(N2)=O)O (N-Butyl-N-(2-(2-(5-hydroxy-3-oxo-3,4-dihydro-2H-benzo[b][1,4]oxazin-8-yl)ethylamino)ethyl)-3-(3-(2-(4-(2-isopropylthiazole-4-carbonyl)-1-oxa-4,9-diazaspiro[5.5]undecan-9-yl)ethyl)phenethoxy)propanamide). RXN SMILES: S(O)(O)(=O)=O.[CH2:6]([N:10]([CH2:47][CH2:48][NH:49][CH2:50][CH2:51][C:52]1[C:57]2[O:58][CH2:59][C:60](=[O:62])[NH:61][C:56]=2[C:55]([OH:63])=[CH:54][CH:53]=1)[C:11](=[O:46])[CH2:12][CH2:13][O:14][CH2:15][CH2:16][C:17]1[CH:22]=[CH:21][CH:20]=[C:19]([CH2:23][CH2:24][N:25]2[CH2:45][CH2:44][C:28]3([O:33][CH2:32][CH2:31][N:30]([C:34]([C:36]4[N:37]=[C:38]([CH:41]([CH3:43])[CH3:42])[S:39][CH:40]=4)=[O:35])[CH2:29]3)[CH2:27][CH2:26]2)[CH:18]=1)[CH2:7][CH2:8][CH3:9]>C(Cl)Cl.CO>[CH2:6]([N:10]([CH2:47][CH2:48][NH:49][CH2:50][CH2:51][C:52]1[C:57]2[O:58][CH2:59][C:60](=[O:62])[NH:61][C:56]=2[C:55]([OH:63])=[CH:54][CH:53]=1)[C:11](=[O:46])[CH2:12][CH2:13][O:14][CH2:15][CH2:16][C:17]1[CH:22]=[CH:21][CH:20]=[C:19]([CH2:23][CH2:24][N:25]2[CH2:45][CH2:44][C:28]3([O:33][CH2:32][CH2:31][N:30]([C:34]([C:36]4[N:37]=[C:38]([CH:41]([CH3:42])[CH3:43])[S:39][CH:40]=4)=[O:35])[CH2:29]3)[CH2:27][CH2:26]2)[CH:18]=1)[CH2:7][CH2:8][CH3:9] |f:0.1,2.3|. Procedure: N-Butyl-N-(2-(2-(5-hydroxy-3-oxo-3,4-dihydro-2H-benzo[b][1,4]oxazin-8-yl)ethylamino)ethyl)-3-(3-(2-(4-(2-isopropylthiazole-4-carbonyl)-1-oxa-4,9-diazaspiro[5.5]undecan-9-yl)ethyl)phenethoxy)propanamide Sulphate salt Modification A (Example 34a) (1.73 g) was dissolved in DCM/methanol, filtered and evaporated to dryness. The resultant gum was partitioned between sat aq bicarb (100 mL) and freshly distilled MeTHF (150 mL) and the mixture stirred vigorously for 10 mins. The organic layer was separat... Starting materials: [Br-], O=C1CSCN1CCCCBr, CC#N, Fc1ccc(N2CCNCC2)cc1, [I-], [K+], [K+], [Na+], O=C([O-])[O-]. Product: O=C1CSCN1CCCCN1CCN(c2ccc(F)cc2)CC1. As a reaction SMILES: [Br-:33].[Br:1][CH2:2][CH2:3][CH2:4][CH2:5][N:6]1[CH2:7][S:8][CH2:9][C:10]1=[O:11].[CH3:34][C:35]#[N:36].[F:12][c:13]1[cH:14][cH:15][c:16]([N:19]2[CH2:20][CH2:21][NH:22][CH2:23][CH2:24]2)[cH:17][cH:18]1.[I-:31].[K+:25].[K+:26].[Na+:32].[O-:27][C:28]([O-:29])=[O:30]>>[CH2:2]([CH2:3][CH2:4][CH2:5][N:6]1[CH2:7][S:8][CH2:9][C:10]1=[O:11])[N:22]1[CH2:21][CH2:20][N:19]([c:16]2[cH:15][cH:14][c:13]([F:12])[cH:18][cH:17]2)[CH2:24][CH2:23]1. The reactants are C(=O)(OC(C)(C)C)N[C@H](C(C)(C)C)C(=O)O (Boc-D-tert-leucine), C=1C=CC2=C(C1)N=NN2O (HOBt), CCN=C=NCCCN(C)C (WSC), C(Cl)Cl (methylene chloride), CC1=NC=C2N1C(N(C2)CCN2CCNCC2)=O (5-methyl-2-(2-(1-piperazinyl)ethyl)-1,2-dihydroimidazo[1,5-c]imidazol-3-one), C(Cl)Cl (methylene chloride). Solvent: C(C)N(CC)CC (triethylamine). Yields the product ClC1=CC=C(C=C1)NC(=O)N[C@H](C(C)(C)C)C(=O)N1CCN(CC1)CCN1C(N2C(C1)=CN=C2C)=O (N-(4-chlorophenyl)-N′-((1R)-2,2-dimethyl-1-((4-(2-(5-methyl-3-oxo-1H-imidazo[1,5-c]imidazol-2(3H)-yl)ethyl)-1-piperazinyl)carbonyl)propyl)urea). Isolated yield 79.0%. As a reaction SMILES: [C:1]([NH:8][C@@H:9]([C:14]([OH:16])=O)[C:10]([CH3:13])([CH3:12])[CH3:11])([O:3]C(C)(C)C)=O.[CH:17]1[CH:18]=[CH:19][C:20]2[N:25](O)N=N[C:21]=2[CH:22]=1.CCN=C=NCCCN(C)C.[CH3:38][C:39]1[N:43]2[C:44](=[O:55])[N:45]([CH2:47][CH2:48][N:49]3[CH2:54][CH2:53][NH:52][CH2:51][CH2:50]3)[CH2:46][C:42]2=[CH:41][N:40]=1.C(Cl)[Cl:57]>C(N(CC)CC)C>[Cl:57][C:17]1[CH:22]=[CH:21][C:20]([NH:25][C:1]([NH:8][C@@H:9]([C:14]([N:52]2[CH2:51][CH2:50][N:49]([CH2:48][CH2:47][N:45]3[CH2:46][C:42]4=[CH:41][N:40]=[C:39]([CH3:38])[N:43]4[C:44]3=[O:55])[CH2:54][CH2:53]2)=[O:16])[C:10]([CH3:11])([CH3:12])[CH3:13])=[O:3])=[CH:19][CH:18]=1. Procedure: To a solution of Boc-D-tert-leucine (93 mg) in methylene chloride (2 ml) were added HOBt (81 mg), WSC (114 mg) and triethylamine (0.11 ml) under ice-cooling, and the reaction mixture was mixed at 0° C. for 30 minutes. Then, a solution of 5-methyl-2-(2-(1-piperazinyl)ethyl)-1,2-dihydroimidazo[1,5-c]imidazol-3-one (0.10 g) obtained in Example 97c) in methylene chloride (3 ml) was added, and further mixed at room temperature for 15 hours. The solvent was distilled off under reduced pressure, and th... The reactants are O=Cc1ccc(C(=O)Nc2ccc(OCC(F)(F)C(F)F)cc2)cc1, ClCCl, CC(SC(CO)CO)C(O)(Cn1cncn1)c1ccc(F)cc1F, [Na+], C1CCOC1, O, O=C([O-])O, Cc1ccc(S(=O)(=O)O)cc1. The product is CC(SC1COC(c2ccc(C(=O)Nc3ccc(OCC(F)(F)C(F)F)cc3)cc2)OC1)C(O)(Cn1cncn1)c1ccc(F)cc1F. Reaction SMILES: [CH:1](=[O:2])[c:3]1[cH:4][cH:5][c:6]([C:7](=[O:8])[NH:9][c:10]2[cH:11][cH:12][c:13]([O:16][CH2:17][C:18]([CH:19]([F:20])[F:21])([F:22])[F:23])[cH:14][cH:15]2)[cH:24][cH:25]1.[Cl:72][CH2:73][Cl:74].[F:26][c:27]1[c:28]([C:34]([CH2:35][n:36]2[n:37][cH:38][n:39][cH:40]2)([CH:41]([CH3:42])[S:43][CH:44]([CH2:45][OH:46])[CH2:47][OH:48])[OH:49])[cH:29][cH:30][c:31]([F:33])[cH:32]1.[Na+:62].[O:67]1[CH2:68][CH2:69][CH2:70][CH2:71]1.[OH2:50].[OH:63][C:64](=[O:65])[O-:66].[c:51]1([CH3:52])[cH:53][cH:54][c:55]([S:56]([OH:57])(=[O:58])=[O:59])[cH:60][cH:61]1>>[CH:1]1([c:3]2[cH:4][cH:5][c:6]([C:7](=[O:8])[NH:9][c:10]3[cH:11][cH:12][c:13]([O:16][CH2:17][C:18]([CH:19]([F:20])[F:21])([F:22])[F:23])[cH:14][cH:15]3)[cH:24][cH:25]2)[O:2][CH2:47][CH:44]([S:43][CH:41]([C:34]([c:28]2[c:27]([F:26])[cH:32][c:31]([F:33])[cH:30][cH:29]2)([CH2:35][n:36]2[n:37][cH:38][n:39][cH:40]2)[OH:49])[CH3:42])[CH2:45][O:46]1.